Dataset: the Open Reaction Database (ORD), a public repository of structured organic reaction records. Task: describe an organic reaction: reactants, conditions, products, and yield Starting materials: C(#N)C1=CC=C(C=C1)[C@@H]1CC[C@H](CC1)CI (trans-4-(p-cyanophenyl)-iodomethylcyclohexane), [Cl-].[NH4+] (ammonium chloride), solution, C[Li] (methyl lithium), C(CCC=C)[Mg]Br (4-pentenyl-magnesium bromide). The reagents and catalysts are [Cu]I (copper-(I) iodide). Solvent: O1CCCC1 (tetrahydrofuran), CCCCCC (hexane), O1CCCC1 (tetrahydrofuran). Conditions: temperature 0 celsius, time 20 minute. Yields the product C(CCCC=C)[C@@H]1CC[C@H](CC1)C1=CC=C(C#N)C=C1 (p-[trans-4-(5-hexenyl)cyclohexyl]benzonitrile). Yield: 118.8%. RXN SMILES: C[Li].[CH2:3]([Mg]Br)[CH2:4][CH2:5][CH:6]=[CH2:7].[C:10]([C:12]1[CH:17]=[CH:16][C:15]([C@H:18]2[CH2:23][CH2:22][C@H:21]([CH2:24]I)[CH2:20][CH2:19]2)=[CH:14][CH:13]=1)#[N:11].[Cl-].[NH4+]>CCCCCC.O1CCCC1.[Cu]I>[CH2:24]([C@H:21]1[CH2:22][CH2:23][C@H:18]([C:15]2[CH:16]=[CH:17][C:12]([C:10]#[N:11])=[CH:13][CH:14]=2)[CH2:19][CH2:20]1)[CH2:7][CH2:6][CH2:5][CH:4]=[CH2:3] |f:3.4|. Reported procedure: A mixture of 705 mg of dry copper-(I) iodide and 7 ml of tetrahydrofuran was treated dropwise with 2.5 ml of a 1.5M solution of methyl lithium in hexane at -78° C. while stirring vigorously and then warmed slowly to 0° C. Subsequently, the mixture was again cooled to -78° C. and treated dropwise by means of a syringe with a 4-pentenyl-magnesium bromide solution (prepared from 90 mg of magnesium and 0.44 ml of 5-bromo-1-pentene in 2 ml of tetrahydrofuran). The reaction mixture was warmed graduall... Reactants: S1CCC(C2=CC=CC=C12)=O (thiochroman-4-one), [H-].[Al+3].[Li+].[H-].[H-].[H-] (lithium aluminium hydride), OS(=O)(=O)O (H2SO4), O (water). Solvent: CCOCC (ether), CCOCC (ether). Yields the product S1CCC(C2=C1C=CC=C2)O (3,4-dihydro-2H-1-benzothiopyran-4-ol). RXN SMILES: [S:1]1[C:10]2[C:5](=[CH:6][CH:7]=[CH:8][CH:9]=2)[C:4](=[O:11])[CH2:3][CH2:2]1.[H-].[Al+3].[Li+].[H-].[H-].[H-].O.OS(O)(=O)=O>CCOCC>[S:1]1[C:10]2[CH:9]=[CH:8][CH:7]=[CH:6][C:5]=2[CH:4]([OH:11])[CH2:3][CH2:2]1 |f:1.2.3.4.5.6|. Procedure: A solution of thiochroman-4-one (9 g) in ether (27 ml) was added slowly to a mixture of lithium aluminium hydride (0.53 g) in ether (54 ml). After the end of the addition, the mixture was refluxed for 2 hours. The reaction mixture was cooled and ice was added, followed by water and by a solution of 20% H2SO4. The water phase was washed twice with ether. The ether phase was washed twice with NaOH 2N, and once with water, dried over MgSO4 and evaporated. The clear oil (8.9 g) crystallised after fe... Reaction SMILES: CO.[CH3:3][NH2:4].[BH4-].[Na+].[Br:7][C:8]1[N:12]([S:13]([C:16]2[CH:21]=[CH:20][CH:19]=[CH:18][CH:17]=2)(=[O:15])=[O:14])[CH:11]=[C:10]([CH:22]=O)[C:9]=1[CH:24]([CH3:26])[CH3:25]>>[Br:7][C:8]1[N:12]([S:13]([C:16]2[CH:21]=[CH:20][CH:19]=[CH:18][CH:17]=2)(=[O:15])=[O:14])[CH:11]=[C:10]([CH2:22][NH:4][CH3:3])[C:9]=1[CH:24]([CH3:26])[CH3:25] |f:0.1,2.3|. The reactants are CO.CN (methylamine methanol), [BH4-].[Na+] (sodium borohydride), BrC1=C(C(=CN1S(=O)(=O)C1=CC=CC=C1)C=O)C(C)C (5-bromo-4-isopropyl-1-(phenylsulfonyl)-1H-pyrrole-3-carbaldehyde). Product: BrC1=C(C(=CN1S(=O)(=O)C1=CC=CC=C1)CNC)C(C)C (1-[5-Bromo-4-isopropyl-1-(phenylsulfonyl)-1H-pyrrol-3-yl]-N-methylmethanamine). Isolated yield 12.6%. Reported procedure: Using methyl 5-bromo-4-isopropyl-1-(phenylsulfonyl)-1H-pyrrole-3-carboxylate (4.8 g), and a 1.5 mol/L solution (50 mL) of diisobutylaluminum hydride in toluene, tetra-n-propylammonium perruthenate (218 mg), N-methylmorpholine N-oxide (1.6 g) and molecular sieves 4A powder (2.5 g), a procedure as in Reference Example 6 was performed to give crude 5-bromo-4-isopropyl-1-(phenylsulfonyl)-1H-pyrrole-3-carbaldehyde (3.83 g) as an oil. Furthermore, using 40% methylamine methanol solution (877 mg), sodi... Starting materials: ClCCC=1C=C2C(=CNC2=CC1)C=O (5-(2-chloroethyl)indole-3-carboxaldehyde), Cl.NO (hydroxylamine hydrochloride), S(=O)(=O)([O-])[O-].[Mg+2] (magnesium sulfate), O.C1(=CC=C(C=C1)S(=O)(=O)O)C (p-toluenesulfonic acid monohydrate). The solvent is CN(C)C=O (DMF). Conditions: temperature 150 celsius. The product is C(#N)C1=CNC2=CC=C(C=C12)CCCl (3-Cyano-5-(2-chloroethyl)indole). Isolated yield 95.3%. As a reaction SMILES: [Cl:1][CH2:2][CH2:3][C:4]1[CH:5]=[C:6]2[C:10](=[CH:11][CH:12]=1)[NH:9][CH:8]=[C:7]2[CH:13]=O.Cl.[NH2:16]O.S([O-])([O-])(=O)=O.[Mg+2].O.C1(C)C=CC(S(O)(=O)=O)=CC=1>CN(C=O)C>[C:13]([C:7]1[C:6]2[C:10](=[CH:11][CH:12]=[C:4]([CH2:3][CH2:2][Cl:1])[CH:5]=2)[NH:9][CH:8]=1)#[N:16] |f:1.2,3.4,5.6|. Procedure details: A mixture of 3.29 g (15.8 mmol) 5-(2-chloroethyl)indole-3-carboxaldehyde (reference example 5), 1.15 g (16.6 mmol) hydroxylamine hydrochloride, 6.27 g (52.1 mmol) magnesium sulfate, and 0.601 g (3.16 mmol) p-toluenesulfonic acid monohydrate in 10 mL DMF is heated to 150° C. for 30 minutes. The reaction mixture is azeotroped with toluene, and the resulting residue chromatographed (2:1, then 1:1 hexane:ethyl acetate) to provide 3.08 g of product as a white solid in 95% yield. 1H NMR (CDCl3): δ 3.2... The reactants are O=C(O)c1ccc2c(c1)OCO2, CI, C1CCOC1. Product: Cc1c(C(=O)O)ccc2c1OCO2. RXN SMILES: [C:1]([c:2]1[cH:3][c:4]2[c:8]([cH:9][cH:10]1)[O:7][CH2:6][O:5]2)(=[O:11])[OH:12].[I:13][CH3:14].[O:15]1[CH2:16][CH2:17][CH2:18][CH2:19]1>>[C:1]([c:2]1[c:3]([CH3:14])[c:4]2[c:8]([cH:9][cH:10]1)[O:7][CH2:6][O:5]2)(=[O:11])[OH:12]. Reactants: C[Si](C)(C)CCOCn1nc(-c2cccc(NCc3ccccc3Cl)c2)c2cnc(NCCN3CCOCC3)nc21, ClCCl, O=C(O)C(F)(F)F. The product is Clc1ccccc1CNc1cccc(-c2n[nH]c3nc(NCCN4CCOCC4)ncc23)c1. As a reaction SMILES: [Cl:1][c:2]1[c:3]([CH2:4][NH:5][c:6]2[cH:7][c:8](-[c:12]3[n:13][n:14]([CH2:30][O:31][CH2:32][CH2:33][Si:34]([CH3:35])([CH3:36])[CH3:37])[c:15]4[n:16][c:17]([NH:21][CH2:22][CH2:23][N:24]5[CH2:25][CH2:26][O:27][CH2:28][CH2:29]5)[n:18][cH:19][c:20]34)[cH:9][cH:10][cH:11]2)[cH:38][cH:39][cH:40][cH:41]1.[Cl:49][CH2:50][Cl:51].[F:42][C:43]([F:44])([F:45])[C:46]([OH:47])=[O:48]>>[Cl:1][c:2]1[c:3]([CH2:4][NH:5][c:6]2[cH:7][c:8](-[c:12]3[n:13][nH:14][c:15]4[n:16][c:17]([NH:21][CH2:22][CH2:23][N:24]5[CH2:25][CH2:26][O:27][CH2:28][CH2:29]5)[n:18][cH:19][c:20]34)[cH:9][cH:10][cH:11]2)[cH:38][cH:39][cH:40][cH:41]1.